From a dataset of the Open Reaction Database (ORD), a public repository of structured organic reaction records. describe an organic reaction: reactants, conditions, products, and yield Product: ClC(=C(C(F)(F)F)C=1C=NC(=NC1)C(C)(C)C)Cl (1,1-dichloro-2-[2-(1,1-dimethylethyl)-pyrimidin-5-yl]-3,3,3-trifluoroprop-1-ene). Procedure details: 2-(1,1-dimethylethyl-5-trifluoroacetylpyrimidine (0.9 g) was dissolved in dry carbon tetrachloride (15 cm3) containing triphenylphosphine (2.5 g). The reaction mixture was stirred under a nitrogen atmosphere and heated at the reflux temperature for 30 hours to give a deep red-brown solution. The reaction mixture was fractioned by filtering the cooled solution through a short column of silica gel and eluting with a mixture of hexane/dichloromethane (3:1 by volume). On evaporation of the solvents ... As a reaction SMILES: [CH3:1][C:2]([C:5]1[N:10]=[CH:9][C:8]([C:11](=O)[C:12]([F:15])([F:14])[F:13])=[CH:7][N:6]=1)([CH3:4])[CH3:3].C1(P(C2C=CC=CC=2)C2C=CC=CC=2)C=CC=CC=1.[C:36](Cl)(Cl)([Cl:38])[Cl:37]>>[Cl:37][C:36]([Cl:38])=[C:11]([C:8]1[CH:7]=[N:6][C:5]([C:2]([CH3:4])([CH3:3])[CH3:1])=[N:10][CH:9]=1)[C:12]([F:15])([F:14])[F:13]. Reactants: CC(C)(C)C1=NC=C(C=N1)C(C(F)(F)F)=O (1,1-dimethylethyl-5-trifluoroacetylpyrimidine), C(Cl)(Cl)(Cl)Cl (carbon tetrachloride), C1(=CC=CC=C1)P(C1=CC=CC=C1)C1=CC=CC=C1 (triphenylphosphine). Reactants: CC=1C=NC=C(C1CO)C ((3,5-dimethylpyridin-4-yl)methanol), BrP(Br)Br (tribromophosphane). Run in ClCCl (dichloromethane). Run at time 5 hour. Yields the product BrCC1=C(C=NC=C1C)C (4-(bromomethyl)-3,5-dimethylpyridine). RXN SMILES: [CH3:1][C:2]1[CH:3]=[N:4][CH:5]=[C:6]([CH3:10])[C:7]=1[CH2:8]O.[Br:11]P(Br)Br>ClCCl>[Br:11][CH2:8][C:7]1[C:2]([CH3:1])=[CH:3][N:4]=[CH:5][C:6]=1[CH3:10]. Reported procedure: To a solution of (3,5-dimethylpyridin-4-yl)methanol (2.55 g, 18.6 mmol) in anhydrous dichloromethane (130 mL) was added tribromophosphane (2.0 mL, 21.1 mmol). The mixture was stirred at room temperature for 5 hours. Dichloromethane was evaporated. The residue was dried in vacuo, affording 4-(bromomethyl)-3,5-dimethylpyridine. The crude product was used without further purification. Starting materials: C1(=CC=CC=C1)S(=O)(=O)N1C=CC2=C(C=CC=C12)N1CCNCC1 (1-(phenylsulfonyl)-4-piperzin-1-yl-1H-indole), I.CSC=1NCCN1 (2-methylthio-2-imidazoline hydroiodide), C(C)(C)N(C(C)C)CC (N,N-diisopropylethylamine). The solvent is O1CCOCC1 (dioxane). Run at temperature 50 celsius. Yields the product N1C(=NCC1)N1CCN(CC1)C1=C2C=CN(C2=CC=C1)S(=O)(=O)C1=CC=CC=C1 (4-[4-(4,5-Dihydro-1H-imidazol-2-yl)-piperazin-1-yl]-1-(phenylsulfonyl)-1H-indole). RXN SMILES: [C:1]1([S:7]([N:10]2[C:18]3[C:13](=[C:14]([N:19]4[CH2:24][CH2:23][NH:22][CH2:21][CH2:20]4)[CH:15]=[CH:16][CH:17]=3)[CH:12]=[CH:11]2)(=[O:9])=[O:8])[CH:6]=[CH:5][CH:4]=[CH:3][CH:2]=1.I.CS[C:28]1[NH:29][CH2:30][CH2:31][N:32]=1.C(N(CC)C(C)C)(C)C>O1CCOCC1>[NH:32]1[CH2:31][CH2:30][N:29]=[C:28]1[N:22]1[CH2:23][CH2:24][N:19]([C:14]2[CH:15]=[CH:16][CH:17]=[C:18]3[C:13]=2[CH:12]=[CH:11][N:10]3[S:7]([C:1]2[CH:2]=[CH:3][CH:4]=[CH:5][CH:6]=2)(=[O:9])=[O:8])[CH2:20][CH2:21]1 |f:1.2|. Procedure: A solution of 1-(phenylsulfonyl)-4-piperzin-1-yl-1H-indole (71 mg, 0.18 mmol) in dioxane is treated with 2-methylthio-2-imidazoline hydroiodide (52.7 mg, 0.22 mmol) and N,N-diisopropylethylamine (62 μl, 0.36 mmol), heated at 50° C. for 16 hr., cooled and concentrated in vacuo to give a residue. The residue is purified by HPLC to give the title product, 15 mg, identified by HPLC and mass spectral analyses (2.57 min; 410 M+H) using the LCMS conditions described in Table I. Starting materials: CC=1NC(=C(N1)C)C=1C=C(C(=O)O)C=CC1C (3-(2,4-dimethyl-1H-imidazol-5-yl)-4-methylbenzoic acid), CC1=NNC(=C1C)C=1C=C(C(=O)OC)C=CC1C (methyl 3-(3,4-dimethyl-1H-pyrazol-5-yl)-4-methylbenzoate), CC1=NNC(=C1C)C=1C=C(C(=O)OC)C=CC1C (methyl 3-(3,4-dimethyl-1H-pyrazol-5-yl)-4-methylbenzoate), CC=1NC(=C(N1)C)C=1C=C(C(=O)OC)C=CC1C (methyl 3-(2,4-dimethyl-1H-imidazol-5-yl)-4-methylbenzoate). Yields the product CC1=NNC(=C1C)C=1C=C(C(=O)O)C=CC1C (3-(3,4-Dimethyl-1H-pyrazol-5-yl)-4-methylbenzoic acid). RXN SMILES: CC1NC(C2C=C(C=CC=2C)C(O)=O)=C(C)N=1.[CH3:18][C:19]1[C:23]([CH3:24])=[C:22]([C:25]2[CH:26]=[C:27]([CH:32]=[CH:33][C:34]=2[CH3:35])[C:28]([O:30]C)=[O:29])[NH:21][N:20]=1.CC1NC(C2C=C(C=CC=2C)C(OC)=O)=C(C)N=1>>[CH3:18][C:19]1[C:23]([CH3:24])=[C:22]([C:25]2[CH:26]=[C:27]([CH:32]=[CH:33][C:34]=2[CH3:35])[C:28]([OH:30])=[O:29])[NH:21][N:20]=1. Procedure details: The title compound was prepared using standard chemical manipulations and procedures similar to those used for the preparation of compound 5.7, except methyl 3-(3,4-dimethyl-1H-pyrazol-5-yl)-4-methylbenzoate (compound 59.2) was used in place of methyl 3-(2,4-dimethyl-1H-imidazol-5-yl)-4-methylbenzoate (compound 5.6). m/z (ES+) 231 (M+H)+. The reactants are C(CCC)[Li] (n-butyl lithium), ClC=1C=C(C=CC1OC(F)(F)F)Br (3-chloro4-trifluoromethoxy-bromobenzene), Ice water, Cl (hydrochloric acid), C(=O)=O (carbon dioxide). Run in C(C)(C)OC(C)C (diisopropyl ether), C(C)(C)OC(C)C (diisopropyl ether). Run at time 10 minute. Product: ClC=1C=C(C(=O)O)C=CC1OC(F)(F)F (3-chloro-4-trifluoromethoxybenzoic acid). RXN SMILES: C([Li])CCC.[Cl:6][C:7]1[CH:8]=[C:9](Br)[CH:10]=[CH:11][C:12]=1[O:13][C:14]([F:17])([F:16])[F:15].[C:19](=[O:21])=[O:20].Cl>C(OC(C)C)(C)C>[Cl:6][C:7]1[CH:8]=[C:9]([CH:10]=[CH:11][C:12]=1[O:13][C:14]([F:17])([F:16])[F:15])[C:19]([OH:21])=[O:20]. Procedure details: A solution of n-butyl lithium (4.4 ml of 2.5M solution in hexanes) in dry diisopropyl ether was treated at −78° C. under an inert atmosphere with 3-chloro4-trifluoromethoxy-bromobenzene (2.96 g) in diisopropyl ether. After 10 minutes, excess carbon dioxide (in the form of pellets) was added and the mixture left to slowly warm to ambient temperature. Ice-water was added and the organic layer run off. The aqueous layer was acidified with dilute hydrochloric acid, extracted (ether), dried (magnesiu...